From a dataset of the Open Reaction Database (ORD), a public repository of structured organic reaction records. describe an organic reaction: reactants, conditions, products, and yield The reactants are O.[OH-].[Li+] (lithium hydroxide monohydrate), COC(=O)C1=CN(C2=CC=CC=C12)C1=CC=NC2=CC(=CC=C12)C(F)(F)F (3-methoxycarbonyl-1-(7-(trifluoromethyl)quinol-4-yl)-1H-indole). The solvent is O (water), O (water), O1CCCC1 (tetrahydrofuran). Product: C(=O)(O)C1=CN(C2=CC=CC=C12)C1=CC=NC2=CC(=CC=C12)C(F)(F)F (3-Carboxy-1-(7-(trifluoromethyl)quinol-4-yl)-1H-indole). As a reaction SMILES: O.[OH-].[Li+].C[O:5][C:6]([C:8]1[C:16]2[C:11](=[CH:12][CH:13]=[CH:14][CH:15]=2)[N:10]([C:17]2[C:26]3[C:21](=[CH:22][C:23]([C:27]([F:30])([F:29])[F:28])=[CH:24][CH:25]=3)[N:20]=[CH:19][CH:18]=2)[CH:9]=1)=[O:7]>O1CCCC1.O>[C:6]([C:8]1[C:16]2[C:11](=[CH:12][CH:13]=[CH:14][CH:15]=2)[N:10]([C:17]2[C:26]3[C:21](=[CH:22][C:23]([C:27]([F:30])([F:28])[F:29])=[CH:24][CH:25]=3)[N:20]=[CH:19][CH:18]=2)[CH:9]=1)([OH:7])=[O:5] |f:0.1.2|. Procedure: 0.33 g (7.77 mmol) of lithium hydroxide monohydrate and 8 cm3 of water are added to 0.96 g (2.59 mmol) of 3-methoxycarbonyl-1-(7-(trifluoromethyl)quinol-4-yl)-1H-indole dissolved in 8 cm3 of tetrahydrofuran. After stirring at reflux for 15 hours, the reaction mixture is concentrated to dryness under reduced pressure (2.7 kPa) to give a residue which is taken up in 20 cm3 of water (pH=10). The resulting aqueous solution is washed with 30 cm3 of ethyl acetate, adjusted to pH 6 with N hydrochloric ... Starting materials: CCOC(=O)c1ncc(C)c(Cl)c1C, [Na+], [OH-]. Product: Cc1cnc(C(=O)O)c(C)c1Cl. As a reaction SMILES: [Cl:1][c:2]1[c:3]([CH3:14])[c:4]([C:9](=[O:10])[O:11][CH2:12][CH3:13])[n:5][cH:6][c:7]1[CH3:8].[Na+:16].[OH-:15]>>[Cl:1][c:2]1[c:3]([CH3:14])[c:4]([C:9](=[O:10])[OH:11])[n:5][cH:6][c:7]1[CH3:8]. Reaction SMILES: P(Cl)(Cl)(Cl)=O.[N+:6]([C:9]1[CH:33]=[CH:32][C:12]([CH2:13][O:14][C:15]([CH2:17][O:18][N:19]=[C:20]([C:24]2[N:25]=[C:26]([NH:29][CH:30]=[O:31])[S:27][CH:28]=2)[C:21]([OH:23])=O)=[O:16])=[CH:11][CH:10]=1)([O-:8])=[O:7].[NH2:34][CH:35]1[C:47](=[O:48])[N:37]2[C:38]([C:44]([OH:46])=[O:45])=[C:39]([CH:42]=[CH2:43])[CH2:40][S:41][C@H:36]12.C[Si](CC(N)=O)(C)C>O1CCCC1.C(OCC)(=O)C.O.CN(C)C=O>[N+:6]([C:9]1[CH:10]=[CH:11][C:12]([CH2:13][O:14][C:15]([CH2:17][O:18][N:19]=[C:20]([C:24]2[N:25]=[C:26]([NH:29][CH:30]=[O:31])[S:27][CH:28]=2)[C:21]([NH:34][CH:35]2[C:47](=[O:48])[N:37]3[C:38]([C:44]([OH:46])=[O:45])=[C:39]([CH:42]=[CH2:43])[CH2:40][S:41][C@H:36]23)=[O:23])=[O:16])=[CH:32][CH:33]=1)([O-:8])=[O:7]. Starting materials: NC1[C@@H]2N(C(=C(CS2)C=C)C(=O)O)C1=O (7-amino-3-vinyl-3-cephem-4-carboxylic acid), C[Si](C)(C)CC(=O)N (trimethylsilylacetamide), resultant solution, P(=O)(Cl)(Cl)Cl (phosphorus oxychloride), [N+](=O)([O-])C1=CC=C(COC(=O)CON=C(C(=O)O)C=2N=C(SC2)NC=O)C=C1 (2-(p-Nitrobenzyloxycarbonylmethoxyimino)-2-(2-formamidothiazol-4-yl)acetic acid). Run in C(C)(=O)OCC (ethyl acetate), C(C)(=O)OCC (ethyl acetate), O (water), O1CCCC1 (tetrahydrofuran), CN(C=O)C (N,N-dimethylformamide). Isolated yield 73.4%. Product: [N+](=O)([O-])C1=CC=C(COC(=O)CON=C(C(=O)NC2[C@@H]3N(C(=C(CS3)C=C)C(=O)O)C2=O)C=2N=C(SC2)NC=O)C=C1 (7-[2-(p-nitrobenzyloxycarbonylmethoxyimino)-2-(2-formamidothiazol-4-yl)acetamido]-3-vinyl-3-cephem-4-carboxylic acid). Conditions: time 30 minute. Procedure details: Vilsmeir reagent was prepared from N,N-dimethylformamide (1.67 ml) and phosphorus oxychloride (1.98 ml) in dry tetrahydrofuran (50.4 ml) in a conventional manner. 2-(p-Nitrobenzyloxycarbonylmethoxyimino)-2-(2-formamidothiazol-4-yl)acetic acid (syn isomer) (7.35 g) was added to the stirred suspension of Vilsmeir reagent under ice-cooling, followed by stirring for 30 minutes at the same temperature. To a solution of 7-amino-3-vinyl-3-cephem-4-carboxylic acid (3.4 g) and trimethylsilylacetamide (11... The reactants are O=C([O-])[O-], Cn1c(C(F)(F)F)cc(=O)[nH]c1=O, CS(C)=O, O=[N+]([O-])c1cc(F)c(F)cc1F, [K+], [K+]. Yields the product Cn1c(C(F)(F)F)cc(=O)n(-c2cc(F)c([N+](=O)[O-])cc2F)c1=O. RXN SMILES: [C:26](=[O:27])([O-:28])[O-:29].[CH3:13][n:14]1[c:15](=[O:25])[nH:16][c:17](=[O:24])[cH:18][c:19]1[C:20]([F:21])([F:22])[F:23].[CH3:32][S:33]([CH3:34])=[O:35].[F:1][c:2]1[c:3]([N+:10](=[O:11])[O-:12])[cH:4][c:5]([F:9])[c:6]([F:8])[cH:7]1.[K+:30].[K+:31]>>[F:1][c:2]1[c:3]([N+:10](=[O:11])[O-:12])[cH:4][c:5]([F:9])[c:6](-[n:16]2[c:15](=[O:25])[n:14]([CH3:13])[c:19]([C:20]([F:21])([F:22])[F:23])[cH:18][c:17]2=[O:24])[cH:7]1. Reactants: NC1=C(C=C(C=C1)Cl)C1C2(C(NC(C1)=O)C(=C)C)C(NC1=CC(=CC=C12)Cl)=O (racemic (2′R,3R,4′S)-4′-(2-amino-5-chloro-phenyl)-6-chloro-2′-isopropenylspiro[3H-indole-3,3′-piperidine]-2,6′(1H)-dione), C(C)(=O)O (acetic acid), CCN=C=NCCCN(C)C.Cl (EDCI.HCl), C=1C=CC2=C(C1)N=NN2O (HOBt), CCN(C(C)C)C(C)C (DIPEA). Run in C(C)#N (acetonitrile). Reaction conditions: time 4 hour. The product is C(C)(=O)NC1=C(C=C(C=C1)Cl)C1C2(C(NC(C1)=O)C(=C)C)C(NC1=CC(=CC=C12)Cl)=O (racemic (2′R,3R,4′S)-4′-(2-acetylamino-5-chloro-phenyl)-6-chloro-2′-isopropenylspiro[3H-indole-3,3′-piperidine]-2,6′(1H)-dione). The yield is 19.6%. As a reaction SMILES: [NH2:1][C:2]1[CH:7]=[CH:6][C:5]([Cl:8])=[CH:4][C:3]=1[CH:9]1[CH2:14][C:13](=[O:15])[NH:12][CH:11]([C:16]([CH3:18])=[CH2:17])[C:10]21[C:26]1[C:21](=[CH:22][C:23]([Cl:27])=[CH:24][CH:25]=1)[NH:20][C:19]2=[O:28].[C:29](O)(=[O:31])[CH3:30].CCN=C=NCCCN(C)C.Cl.C1C=CC2N(O)N=NC=2C=1.CCN(C(C)C)C(C)C>C(#N)C>[C:29]([NH:1][C:2]1[CH:7]=[CH:6][C:5]([Cl:8])=[CH:4][C:3]=1[CH:9]1[CH2:14][C:13](=[O:15])[NH:12][CH:11]([C:16]([CH3:18])=[CH2:17])[C:10]21[C:26]1[C:21](=[CH:22][C:23]([Cl:27])=[CH:24][CH:25]=1)[NH:20][C:19]2=[O:28])(=[O:31])[CH3:30] |f:2.3|. Procedure details: To a mixture of racemic (2′R,3R,4′S)-4′-(2-amino-5-chloro-phenyl)-6-chloro-2′-isopropenylspiro[3H-indole-3,3′-piperidine]-2,6′(1H)-dione (40 mg, 0.1 mmol), acetic acid (9 mg, 0.15 mmol), EDCI.HCl (29 mg, 0.15 mmol), and HOBt (20 mg, 0.15 mmol) in acetonitrile (5 mL) was added DIPEA (0.052 mL, 0.3 mmol) at r.t. The reaction mixture was stirred for 4 h. The mixture was concentrated and partitioned between ethyl acetate and water. The organic layer was separated, and the aqueous layer was extracted... RXN SMILES: [CH3:22][CH2:23][O:24][C:25](=[O:26])[CH3:27].[H-:11].[I:13][CH2:14][CH2:15][CH3:16].[Na+:12].[O:17]=[CH:18][N:19]([CH3:20])[CH3:21].[OH:1][c:2]1[cH:3][c:4]([CH:5]=[O:6])[cH:7][cH:8][c:9]1[OH:10]>>[O:1]([c:2]1[cH:3][c:4]([CH:5]=[O:6])[cH:7][cH:8][c:9]1[OH:10])[CH2:14][CH2:15][CH3:16]. Product: CCCOc1cc(C=O)ccc1O. Reactants: CCOC(C)=O, [H-], CCCI, [Na+], CN(C)C=O, O=Cc1ccc(O)c(O)c1. Reactants: CN(C)c1ccccc1CO, Cc1cc(=O)[nH]c(=S)[nH]1, Cl, [Na+], [OH-]. Product: Cc1cc(=O)[nH]c(SCc2ccccc2N(C)C)n1. As a reaction SMILES: [CH3:10][N:11]([c:12]1[c:13]([CH2:14][OH:15])[cH:16][cH:17][cH:18][cH:19]1)[CH3:20].[CH3:1][c:2]1[cH:3][c:4](=[O:9])[nH:5][c:6](=[S:8])[nH:7]1.[ClH:21].[Na+:23].[OH-:22]>>[CH3:1][c:2]1[cH:3][c:4](=[O:9])[nH:5][c:6]([S:8][CH2:14][c:13]2[c:12]([N:11]([CH3:10])[CH3:20])[cH:19][cH:18][cH:17][cH:16]2)[n:7]1.